Task: describe an organic reaction: reactants, conditions, products, and yield. Dataset: the Open Reaction Database (ORD), a public repository of structured organic reaction records Starting materials: N1=CC(=CC=C1)C=1C=C2N(N1)C=CN2C=2C=C(N)C=CC2 (3-[6-(Pyridin-3-yl)-1H-imidazo[1,2-b]pyrazol-1-yl]aniline), C(#N)C=1C=C(C(=O)O)C=C(C1)S(F)(F)(F)(F)F (3-Cyano-5-(pentafluoro-λ6-sulphanyl)benzoic acid). Product: C(#N)C=1C=C(C(=O)NC2=CC(=CC=C2)N2C=CN3N=C(C=C32)C=3C=NC=CC3)C=C(C1)S(F)(F)(F)(F)F (3-Cyano-5-(pentafluoro-λ6-sulphanyl)-N-{3-[6-(pyridin-3-yl)-1H-imidazo[1,2-b]pyrazol-1-yl]-phenyl}benzamide). Reaction SMILES: [N:1]1[CH:6]=[CH:5][CH:4]=[C:3]([C:7]2[CH:8]=[C:9]3[N:14]([C:15]4[CH:16]=[C:17]([CH:19]=[CH:20][CH:21]=4)[NH2:18])[CH:13]=[CH:12][N:10]3[N:11]=2)[CH:2]=1.[C:22]([C:24]1[CH:25]=[C:26]([CH:30]=[C:31]([S:33]([F:38])([F:37])([F:36])([F:35])[F:34])[CH:32]=1)[C:27](O)=[O:28])#[N:23]>>[C:22]([C:24]1[CH:25]=[C:26]([CH:30]=[C:31]([S:33]([F:37])([F:38])([F:34])([F:35])[F:36])[CH:32]=1)[C:27]([NH:18][C:17]1[CH:19]=[CH:20][CH:21]=[C:15]([N:14]2[C:9]3[N:10]([N:11]=[C:7]([C:3]4[CH:2]=[N:1][CH:6]=[CH:5][CH:4]=4)[CH:8]=3)[CH:12]=[CH:13]2)[CH:16]=1)=[O:28])#[N:23]. Reported procedure: Analogously to the process described in Example 26, 100 mg (0.363 mmol) of the compound of Example 62A and 117 mg (0.363 mmol) of the compound of Example 23A gave 62 mg (32% of theory) of the title compound. In this case, the reaction time was about 15 h. Reactants: O(C1=CC=CC=C1)C=1C=NC=CC1 (3-phenoxypyridine), Cl (hydrogen chloride). Solvent: CCOCC (ether), CC(C)O (2-propanol), CC(C)O (2-propanol). Product: Cl.O(C1=CC=CC=C1)C=1C=NC=CC1 (3-phenoxypyridine hydrochloride). RXN SMILES: [O:1]([C:8]1[CH:9]=[N:10][CH:11]=[CH:12][CH:13]=1)[C:2]1[CH:7]=[CH:6][CH:5]=[CH:4][CH:3]=1.[ClH:14]>CC(O)C.CCOCC>[ClH:14].[O:1]([C:8]1[CH:9]=[N:10][CH:11]=[CH:12][CH:13]=1)[C:2]1[CH:3]=[CH:4][CH:5]=[CH:6][CH:7]=1 |f:4.5|. Procedure: A solution of 10 g. of 3-phenoxypyridine in 10 ml. of 2-propanol is treated with an excess of a solution of dry hydrogen chloride in 2-propanol. The resulting solution is stirred and diluted with ether to give a yellow oil. The oil is separated, triturated several times with ether to give 3-phenoxypyridine hydrochloride as a crystalline solid; m.p. 112°-113.5° C. after recrystallization from 2-propanolether followed by drying at reduced pressure. The reactants are NC=1C=C2C(=C(C=NC2=CC1)C#N)NC1=CC=C(C=C1)Br (6-amino-4-[(4-bromophenyl)amino]-3-quinolinecarbonitrile), ClC(=O)OCC(C)C (isobutyl chloroformate), CN1CCOCC1 (N-methylmorpholine), C(C#CC)(=O)O (2-butynoic acid). Run in CN(C)C=O (DMF), C1CCOC1 (THF), O (water), C1CCOC1 (THF). Run at temperature 0 celsius, time 20 minute. The product is BrC1=CC=C(C=C1)NC1=C(C=NC2=CC=C(C=C12)NC(C#CC)=O)C#N (N-{4-[(4-Bromophenyl)amino]-3-cyano-6-quinolinyl}-2-butynamide). Isolated yield 57.2%. As a reaction SMILES: [C:1]([OH:6])(=O)[C:2]#[C:3][CH3:4].ClC(OCC(C)C)=O.CN1CCOCC1.[NH2:22][C:23]1[CH:24]=[C:25]2[C:30](=[CH:31][CH:32]=1)[N:29]=[CH:28][C:27]([C:33]#[N:34])=[C:26]2[NH:35][C:36]1[CH:41]=[CH:40][C:39]([Br:42])=[CH:38][CH:37]=1>C1COCC1.CN(C=O)C.O>[Br:42][C:39]1[CH:40]=[CH:41][C:36]([NH:35][C:26]2[C:25]3[C:30](=[CH:31][CH:32]=[C:23]([NH:22][C:1](=[O:6])[C:2]#[C:3][CH3:4])[CH:24]=3)[N:29]=[CH:28][C:27]=2[C:33]#[N:34])=[CH:37][CH:38]=1. Procedure: Dissolved 310 mg (3.68 mmol) 2-butynoic acid in 20 ml THF and chilled to 0° C. under N2. Added 480 μl (3.68 mmol) isobutyl chloroformate and 410 μl (3.72 mmol) N-methylmorpholine. Stirred for 20 minutes and dropwise added a solution of 500 mg (1.47 mmol) 6-amino-4-[(4-bromophenyl)amino]-3-quinolinecarbonitrile in 1 ml DMF and 10 ml THF. Removed ice bath after 15 minutes and stirred at 25° C. overnight. Stripped solvent, slurried residue with water and collected solids. Boiled solids in ethyl ace... The reactants are O=C(C(C(CC)(C)C)=O)N1[C@@H](CCC1)C(=O)[O-] ((2S)-1-(1,2-dioxo-3,3-dimethylpentyl)-2-pyrrolidine-carboxylate), C1(=CC=CC=C1)CCCO (3-phenyl-1-propanol), C1(CCCCC1)N=C=NC1CCCCC1 (dicyclohexylcarbodiimide), C12(C(=O)CC(CC1)C2(C)C)CS(=O)(=O)O (camphorsulfonic acid). Reagents/catalysts: CN(C1=CC=NC=C1)C (4-dimethylaminopyridine). Run in C(Cl)Cl (methylene chloride). Reaction conditions: time 8 hour. Product: CC(C(C(=O)N1[C@@H](CCC1)C(=O)OCCCC1=CC=CC=C1)=O)(CC)C (3-Phenyl-1-propyl (2S)-1-(3,3-dimethyl-1,2-dioxopentyl)-2-pyrrolidinecarboxylate). The yield is 80.4%. As a reaction SMILES: [O:1]=[C:2]([N:10]1[CH2:14][CH2:13][CH2:12][C@H:11]1[C:15]([O-:17])=[O:16])[C:3](=[O:9])[C:4]([CH3:8])([CH3:7])[CH2:5][CH3:6].[C:18]1([CH2:24][CH2:25][CH2:26]O)[CH:23]=[CH:22][CH:21]=[CH:20][CH:19]=1.C1(N=C=NC2CCCCC2)CCCCC1.C12(CS(O)(=O)=O)C(C)(C)C(CC1)CC2=O>CN(C)C1C=CN=CC=1.C(Cl)Cl>[CH3:8][C:4]([CH3:7])([CH2:5][CH3:6])[C:3](=[O:9])[C:2]([N:10]1[CH2:14][CH2:13][CH2:12][C@H:11]1[C:15]([O:17][CH2:26][CH2:25][CH2:24][C:18]1[CH:23]=[CH:22][CH:21]=[CH:20][CH:19]=1)=[O:16])=[O:1]. Procedure details: A mixture of (2S)-1-(1,2-dioxo-3,3-dimethylpentyl)-2-pyrrolidine-carboxylate acid (600 mg; 2.49 mmol), 3-phenyl-1-propanol (508 mg; 3.73 mmol), dicyclohexylcarbodiimide (822 mg; 3.98 mmol), camphorsulfonic acid (190 mg; 0.8 mmol) and 4-dimethylaminopyridine (100 mg; 0.8 mmol) in methylene chloride (20 ml) was stirred overnight under a nitrogen atmosphere. The reaction mixture was filtered through Celite to remove solids and concentrated in vacuo, and the crude material was purified on a flash co... Starting materials: C(C)(=O)O (Acetic acid), COC([C@@H](NC(=O)C1=C(C=C(C=C1)N)Cl)CC1=CC=C(C=C1)NC(=O)C1=C(C=CC=C1Cl)Cl)=O (N-[(4-amino-2-chlorophenyl)carbonyl]-4-[[(2,6-dichlorophenyl)carbonyl]amino]-L-phenylalanine methyl ester), O[Li].O (LiOH.H2O). Solvent: C1CCOC1 (THF), O (water). The product is NC1=CC(=C(C=C1)C(=O)N[C@@H](CC1=CC=C(C=C1)NC(=O)C1=C(C=CC=C1Cl)Cl)C(=O)O)Cl (N-[(4-amino-2-chlorophenyl)carbonyl]-4-[[(2,6-dichlorophenyl)carbonyl]amino]-L-phenylalanine). Isolated yield 62.6%. RXN SMILES: C[O:2][C:3](=[O:34])[C@H:4]([CH2:16][C:17]1[CH:22]=[CH:21][C:20]([NH:23][C:24]([C:26]2[C:31]([Cl:32])=[CH:30][CH:29]=[CH:28][C:27]=2[Cl:33])=[O:25])=[CH:19][CH:18]=1)[NH:5][C:6]([C:8]1[CH:13]=[CH:12][C:11]([NH2:14])=[CH:10][C:9]=1[Cl:15])=[O:7].O[Li].O.C(O)(=O)C>C1COCC1.O>[NH2:14][C:11]1[CH:12]=[CH:13][C:8]([C:6]([NH:5][C@H:4]([C:3]([OH:34])=[O:2])[CH2:16][C:17]2[CH:18]=[CH:19][C:20]([NH:23][C:24]([C:26]3[C:31]([Cl:32])=[CH:30][CH:29]=[CH:28][C:27]=3[Cl:33])=[O:25])=[CH:21][CH:22]=2)=[O:7])=[C:9]([Cl:15])[CH:10]=1 |f:1.2|. Procedure: A solution of N-[(4-amino-2-chlorophenyl)carbonyl]-4-[[(2,6-dichlorophenyl)carbonyl]amino]-L-phenylalanine methyl ester (66 mg, 0.126 mmol) in THF (3 mL) was treated with a solution of LiOH.H2O (20 mg, 0.48 mmol) in water (0.5 mL) and the mixture was stirred over night at room temperature. Acetic acid (0.5 mL) was added and the mixture was purified directly by RP-HPLC (5-95-35-214) to give 40 mg of a white solid. HRMS: (C23H18Cl3N3O4): Obs. Mass 506.0461. Calcd. Mass 506.0441 (M+H). Reactants: COC(CC(CC(=O)C1=C(C=C(C=C1)C)O)=O)=O (Methyl-5-(2-hydroxy-4-methylphenyl)-3,5-dioxopentanoate). Run in Cl (hydrogen chloride), CO (methanol). Reaction conditions: time 2 hour. Product: CC1=CC2=C(C(C=C(O2)CC(=O)OC)=O)C=C1 (methyl 2-(7-methyl-4-oxo-4H-1-benzopyran-2-yl)acetate). RXN SMILES: [CH3:1][O:2][C:3](=[O:18])[CH2:4][C:5](=[O:17])[CH2:6][C:7]([C:9]1[CH:14]=[CH:13][C:12]([CH3:15])=[CH:11][C:10]=1O)=[O:8]>Cl.CO>[CH3:15][C:12]1[CH:13]=[CH:14][C:9]2[C:7](=[O:8])[CH:6]=[C:5]([CH2:4][C:3]([O:2][CH3:1])=[O:18])[O:17][C:10]=2[CH:11]=1. Procedure: Methyl-5-(2-hydroxy-4-methylphenyl)-3,5-dioxopentanoate is dissolved in a saturated solution of hydrogen chloride in methanol and allowed to stand for 2 hours. The solution is evaporated and the crude product purified by flash chromatography on silica gel to give methyl 2-(7-methyl-4-oxo-4H-1-benzopyran-2-yl)acetate. The reactants are C[Si](C)(C)Cl, CC#N, COC=Cc1cccc(-c2nnc(-c3ccc(OC(C)C)c(Cl)c3)s2)c1C, [I-], [Na+], O. Product: Cc1c(CC=O)cccc1-c1nnc(-c2ccc(OC(C)C)c(Cl)c2)s1. Reaction SMILES: [CH3:30][Si:31]([Cl:32])([CH3:33])[CH3:34].[CH3:36][C:37]#[N:38].[Cl:1][c:2]1[cH:3][c:4](-[c:12]2[s:13][c:14](-[c:17]3[c:18]([CH3:27])[c:19]([CH:23]=[CH:24][O:25][CH3:26])[cH:20][cH:21][cH:22]3)[n:15][n:16]2)[cH:5][cH:6][c:7]1[O:8][CH:9]([CH3:10])[CH3:11].[I-:29].[Na+:28].[OH2:35]>>[Cl:1][c:2]1[cH:3][c:4](-[c:12]2[s:13][c:14](-[c:17]3[c:18]([CH3:27])[c:19]([CH2:23][CH:24]=[O:25])[cH:20][cH:21][cH:22]3)[n:15][n:16]2)[cH:5][cH:6][c:7]1[O:8][CH:9]([CH3:10])[CH3:11].